Dataset: the Open Reaction Database (ORD), a public repository of structured organic reaction records. Task: describe an organic reaction: reactants, conditions, products, and yield Starting materials: COC(=O)C(F)(F)Cl, O=C1c2c(I)cc(Cl)cc2CN1Cc1ccc(F)cc1, [Cu]I, [F-], [K+], CN(C)C=O. The product is O=C1c2c(cc(Cl)cc2C(F)(F)F)CN1Cc1ccc(F)cc1. RXN SMILES: [CH3:23][O:24][C:25]([C:26]([F:27])([F:28])[Cl:30])=[O:29].[Cl:3][c:4]1[cH:5][c:6]2[c:10]([c:11]([I:13])[cH:12]1)[C:9](=[O:14])[N:8]([CH2:15][c:16]1[cH:17][cH:18][c:19]([F:22])[cH:20][cH:21]1)[CH2:7]2.[Cu:36][I:37].[F-:1].[K+:2].[O:31]=[CH:32][N:33]([CH3:34])[CH3:35]>>[F:1][C:26]([c:11]1[c:10]2[c:6]([cH:5][c:4]([Cl:3])[cH:12]1)[CH2:7][N:8]([CH2:15][c:16]1[cH:17][cH:18][c:19]([F:22])[cH:20][cH:21]1)[C:9]2=[O:14])([F:27])[F:28]. Reactants: [BH4-], CCOCC(NC(=O)OC(C)(C)C)C(=O)O, C1CCOC1, CN1CCOCC1, CCOC(C)=O, CC(C)COC(=O)Cl, [Na+], O. Yields the product CCOCC(CO)NC(=O)OC(C)(C)C. As a reaction SMILES: [BH4-:32].[C:1]([CH3:2])([CH3:3])([CH3:4])[O:5][C:6](=[O:7])[NH:8][CH:9]([C:10](=[O:11])[OH:12])[CH2:13][O:14][CH2:15][CH3:16].[CH2:34]1[O:35][CH2:36][CH2:37][CH2:38]1.[CH3:25][N:26]1[CH2:27][CH2:28][O:29][CH2:30][CH2:31]1.[CH3:40][CH2:41][O:42][C:43]([CH3:44])=[O:45].[Cl:17][C:18]([O:19][CH2:20][CH:21]([CH3:22])[CH3:23])=[O:24].[Na+:33].[OH2:39]>>[C:1]([CH3:2])([CH3:3])([CH3:4])[O:5][C:6](=[O:7])[NH:8][CH:9]([CH2:10][OH:11])[CH2:13][O:14][CH2:15][CH3:16]. Starting materials: C(Cl)Cl (methylene chloride), CC(=O)C (acetone), CCC(=O)OCC(=O)[C@]1([C@H](C[C@@H]2[C@@]1(C[C@@H]([C@]3([C@H]2CCC4=CC(=O)C=C[C@@]43C)Cl)O)C)C)OC(=O)CC (beclomethasone dipropionate). Run in CCCCCC (n-hexane). Product: CCC(=O)OCC(=O)[C@]1([C@H](C[C@@H]2[C@@]1(C[C@@H]([C@]3([C@H]2CCC4=CC(=O)C=C[C@@]43C)Cl)O)C)C)OC(=O)CC.CCCCCC (beclomethasone dipropionate n-hexane). RXN SMILES: [CH3:1][CH2:2][C:3]([O:5][CH2:6][C:7]([C@:9]1([O:32][C:33]([CH2:35][CH3:36])=[O:34])[C@@:13]2([CH3:30])[CH2:14][C@H:15]([OH:29])[C@:16]3([Cl:28])[C@:26]4([CH3:27])[C:20](=[CH:21][C:22]([CH:24]=[CH:25]4)=[O:23])[CH2:19][CH2:18][C@H:17]3[C@@H:12]2[CH2:11][C@@H:10]1[CH3:31])=[O:8])=[O:4].C(Cl)Cl.CC(C)=O>CCCCCC>[CH3:1][CH2:2][C:3]([O:5][CH2:6][C:7]([C@:9]1([O:32][C:33]([CH2:35][CH3:36])=[O:34])[C@@:13]2([CH3:30])[CH2:14][C@H:15]([OH:29])[C@:16]3([Cl:28])[C@:26]4([CH3:27])[C:20](=[CH:21][C:22]([CH:24]=[CH:25]4)=[O:23])[CH2:19][CH2:18][C@H:17]3[C@@H:12]2[CH2:11][C@@H:10]1[CH3:31])=[O:8])=[O:4].[CH3:6][CH2:7][CH2:9][CH2:10][CH2:11][CH3:12] |f:4.5|. Reported procedure: The beclomethasone dipropionate-n-hexane solvate is prepared by dissolving the beclomethasone dipropionate in a suitable organic solvent, such as methylene chloride or acetone, and then adding n-hexane to this solution resulting in the formation of a precipitate. The precipitate is filtered and dried to afford the beclomethasone dipropionate-n-hexane solvate. Starting materials: COC(=O)C(Br)c1ccc(OCC(C)Oc2ccc(C(F)(F)F)cc2)cc1, Oc1cccc(C(F)(F)F)c1, C1CCOC1. As a reaction SMILES: [Br:1][CH:2]([C:3](=[O:4])[O:5][CH3:6])[c:7]1[cH:8][cH:9][c:10]([O:13][CH2:14][CH:15]([CH3:16])[O:17][c:18]2[cH:19][cH:20][c:21]([C:24]([F:25])([F:26])[F:27])[cH:22][cH:23]2)[cH:11][cH:12]1.[F:28][C:29]([c:30]1[cH:31][c:32]([OH:36])[cH:33][cH:34][cH:35]1)([F:37])[F:38].[O:39]1[CH2:40][CH2:41][CH2:42][CH2:43]1>>[CH:2]([C:3](=[O:4])[O:5][CH3:6])([c:7]1[cH:8][cH:9][c:10]([O:13][CH2:14][CH:15]([CH3:16])[O:17][c:18]2[cH:19][cH:20][c:21]([C:24]([F:25])([F:26])[F:27])[cH:22][cH:23]2)[cH:11][cH:12]1)[O:36][c:32]1[cH:31][c:30]([C:29]([F:28])([F:37])[F:38])[cH:35][cH:34][cH:33]1. Yields the product COC(=O)C(Oc1cccc(C(F)(F)F)c1)c1ccc(OCC(C)Oc2ccc(C(F)(F)F)cc2)cc1. Reactants: C1(CC1)C=1C=C(NN1)N (5-cyclopropyl-2H-pyrazol-3-ylamine), ClC1=NC(=CC=C1[N+](=O)[O-])Cl (2,6-dichloro-3-nitro-pyridine), C([O-])([O-])=O.[K+].[K+] (potassium carbonate). Solvent: C(C)#N (acetonitrile), C(C)#N (acetonitrile). Conditions: time 18 hour. Yields the product C(C)(=O)OCC.CCCCCC (ethyl acetate hexane), ClC1=CC=C(C(=N1)NC=1NN=C(C1)C1CC1)[N+](=O)[O-] ((6-Chloro-3-nitro-pyridin-2-yl)-(5-cyclopropyl-2H-pyrazol-3-yl)-amine). Isolated yield 85.4%. As a reaction SMILES: [CH:1]1([C:4]2[CH:5]=[C:6]([NH2:9])[NH:7][N:8]=2)[CH2:3][CH2:2]1.Cl[C:11]1[C:16]([N+:17]([O-:19])=[O:18])=[CH:15][CH:14]=[C:13]([Cl:20])[N:12]=1.[C:21](=[O:24])([O-])[O-:22].[K+].[K+]>C(#N)C>[C:21]([O:22][CH2:5][CH3:6])(=[O:24])[CH3:11].[CH3:3][CH2:2][CH2:1][CH2:4][CH2:5][CH3:6].[Cl:20][C:13]1[N:12]=[C:11]([NH:9][C:6]2[NH:7][N:8]=[C:4]([CH:1]3[CH2:3][CH2:2]3)[CH:5]=2)[C:16]([N+:17]([O-:19])=[O:18])=[CH:15][CH:14]=1 |f:2.3.4,6.7|. Reported procedure: A solution of 5-cyclopropyl-2H-pyrazol-3-ylamine (638 mg, 5.18 mmol) in 6 ml of acetonitrile was added dropwise over 10 minutes to a cooled (0 C) mixture of 2,6-dichloro-3-nitro-pyridine (1.0 g, 5.18 mmol) and potassium carbonate (860 mg, 6.22 mmol) in 20 ml of acetonitrile. After the addition, the reaction was warmed to room temperature and stirred for 18 hours. The reaction was filtered and the filtrate evaporated in vacuo to afford a brown residue which was purified by flash chromatography (S... Starting materials: CC(=O)Nc1ccc(S(=O)(=O)Cl)cc1, CNC1CCN(C)C1. Product: CC(=O)Nc1ccc(S(=O)(=O)N(C)C2CCN(C)C2)cc1. Reaction SMILES: [C:1]([CH3:2])(=[O:3])[NH:4][c:5]1[cH:6][cH:7][c:8]([S:11](=[O:12])(=[O:13])[Cl:14])[cH:9][cH:10]1.[CH3:15][NH:16][CH:17]1[CH2:18][N:19]([CH3:22])[CH2:20][CH2:21]1>>[C:1]([CH3:2])(=[O:3])[NH:4][c:5]1[cH:6][cH:7][c:8]([S:11](=[O:12])(=[O:13])[N:16]([CH3:15])[CH:17]2[CH2:18][N:19]([CH3:22])[CH2:20][CH2:21]2)[cH:9][cH:10]1. Reactants: CC(=O)OC(C)=O, CCN(C(C)C)C(C)C, ClCCl, FC(F)(F)c1ccc(C2NCCc3ccccc32)cc1, O. Yields the product CC(=O)N1CCc2ccccc2C1c1ccc(C(F)(F)F)cc1. RXN SMILES: [C:30]([CH3:31])(=[O:32])[O:33][C:34](=[O:35])[CH3:36].[CH:21]([N:22]([CH2:23][CH3:24])[CH:25]([CH3:26])[CH3:27])([CH3:28])[CH3:29].[Cl:38][CH2:39][Cl:40].[F:1][C:2]([c:3]1[cH:4][cH:5][c:6]([CH:9]2[NH:10][CH2:11][CH2:12][c:13]3[cH:14][cH:15][cH:16][cH:17][c:18]32)[cH:7][cH:8]1)([F:19])[F:20].[OH2:37]>>[F:1][C:2]([c:3]1[cH:4][cH:5][c:6]([CH:9]2[N:10]([C:30]([CH3:31])=[O:32])[CH2:11][CH2:12][c:13]3[cH:14][cH:15][cH:16][cH:17][c:18]32)[cH:7][cH:8]1)([F:19])[F:20]. Starting materials: B(OC)(OC)OC (trimethyl borate), Cl (hydrochloric acid), [K+].[Br-] (KBr), C(CCC)[Li] (Butyllithium), BrC1=C(C=C(C(=C1)OCCCCCC)Br)OCCCCCC (1,4-dibromo-2,5-dihexyloxybenzene). Run in CCOCC (ether), CCOCC (ether), CCOCC (ether). Reaction conditions: time 2 hour. Yields the product BrC1=C(C=C(C(=C1)OCCCCCC)B(O)O)OCCCCCC (1-Bromo-2,5-dihexyloxybenzene-4-boronic acid). RXN SMILES: C([Li])CCC.[Br:6][C:7]1[CH:12]=[C:11]([O:13][CH2:14][CH2:15][CH2:16][CH2:17][CH2:18][CH3:19])[C:10](Br)=[CH:9][C:8]=1[O:21][CH2:22][CH2:23][CH2:24][CH2:25][CH2:26][CH3:27].[B:28](OC)([O:31]C)[O:29]C.Cl.[K+].[Br-]>CCOCC>[Br:6][C:7]1[CH:12]=[C:11]([O:13][CH2:14][CH2:15][CH2:16][CH2:17][CH2:18][CH3:19])[C:10]([B:28]([OH:31])[OH:29])=[CH:9][C:8]=1[O:21][CH2:22][CH2:23][CH2:24][CH2:25][CH2:26][CH3:27] |f:4.5|. Reported procedure: Butyllithium (48.2 mmol, 30.2 ml, 15% in hexane) was added into a solution of 1,4-dibromo-2,5-dihexyloxybenzene (48.2 mmol, 21.0 g) in ether (195 ml) under argon at between -10° to -30° C. over 15 min. The mixture was allowed to warm to room temperature and was stirred for further 2 h. It was then transferred into a solution of freshly distilled trimethyl borate (145 mmol, 16.4 ml) in ether (390 ml) under argon at -60° C. The mixture was allowed to warm to room temperature and was stirred for fu... The reactants are solution, Cl (hydrochloric acid), O=C1NC2=C(CC[C@@H]1NC(OC(C)(C)C)=O)C=C(C=C2)C2=CC=CC=C2 (tert-butyl [(3S)-2-oxo-7-phenyl-2,3,4,5-tetrahydro-1H-1-benzazepin-3-yl]carbamate). The solvent is O1CCOCC1 (dioxane). Reaction conditions: time 4 hour. Product: Cl.N[C@@H]1C(NC2=C(CC1)C=C(C=C2)C2=CC=CC=C2)=O ((3S)-3-amino-7-phenyl-1,3,4,5-tetrahydro-2H-1-benzazepin-2-one hydrochloride). RXN SMILES: [O:1]=[C:2]1[C@@H:8]([NH:9]C(=O)OC(C)(C)C)[CH2:7][CH2:6][C:5]2[CH:17]=[C:18]([C:21]3[CH:26]=[CH:25][CH:24]=[CH:23][CH:22]=3)[CH:19]=[CH:20][C:4]=2[NH:3]1.[ClH:27]>O1CCOCC1>[ClH:27].[NH2:9][C@H:8]1[CH2:7][CH2:6][C:5]2[CH:17]=[C:18]([C:21]3[CH:22]=[CH:23][CH:24]=[CH:25][CH:26]=3)[CH:19]=[CH:20][C:4]=2[NH:3][C:2]1=[O:1] |f:3.4|. Procedure details: 5.63 g of 13a (15.97 mmol) are taken up in a 250 ml round-bottomed flask and 140 ml of a solution of hydrochloric acid in dioxane (4M) are added. The medium is stirred for 4 h at AT under argon. A precipitate forms and is filter-dried and washed with 5 ml of dioxane and then 5 ml of isopropyl ether. After drying, 5.7 g of amine 14a in hydrochloride form are obtained. Starting materials: Cc1c[nH]c2c1C(=O)CC(C)(C)C2, CN(C)C=O, Cc1nc(N)nc2cc(F)ccc12, [H-], [Na+]. Yields the product Cc1cn(-c2ccc3c(C)nc(N)nc3c2)c2c1C(=O)CC(C)(C)C2. RXN SMILES: [CH3:1][c:2]1[cH:3][nH:4][c:5]2[c:10]1[C:9](=[O:11])[CH2:8][C:7]([CH3:12])([CH3:13])[CH2:6]2.[CH3:29][N:30]([CH3:31])[CH:32]=[O:33].[F:16][c:17]1[cH:18][cH:19][c:20]2[c:21]([CH3:28])[n:22][c:23]([NH2:27])[n:24][c:25]2[cH:26]1.[H-:14].[Na+:15]>>[CH3:1][c:2]1[cH:3][n:4](-[c:17]2[cH:18][cH:19][c:20]3[c:21]([CH3:28])[n:22][c:23]([NH2:27])[n:24][c:25]3[cH:26]2)[c:5]2[c:10]1[C:9](=[O:11])[CH2:8][C:7]([CH3:12])([CH3:13])[CH2:6]2.